Dataset: the Open Reaction Database (ORD), a public repository of structured organic reaction records. Task: describe an organic reaction: reactants, conditions, products, and yield The reactants are CCOC(C)=O, CCO, COc1ccc2c3c(ccc2c1)OC(=O)CC3. The product is O=C1CCc2c(ccc3cc(O)ccc23)O1. As a reaction SMILES: [C:18]([O:19][CH2:20][CH3:21])(=[O:22])[CH3:23].[CH2:24]([OH:25])[CH3:26].[CH3:1][O:2][c:3]1[cH:4][c:5]2[cH:6][cH:7][c:8]3[c:13]([c:14]2[cH:15][cH:16]1)[CH2:12][CH2:11][C:10](=[O:17])[O:9]3>>[OH:2][c:3]1[cH:4][c:5]2[cH:6][cH:7][c:8]3[c:13]([c:14]2[cH:15][cH:16]1)[CH2:12][CH2:11][C:10](=[O:17])[O:9]3. Starting materials: [Na+], [OH-], O, Cc1ccc(NC(=O)c2cc([N+](=O)[O-])ccc2Cl)c(O)c1. Yields the product Cc1ccc2c(c1)Oc1ccc([N+](=O)[O-])cc1C(=O)N2. Reaction SMILES: [Na+:23].[OH-:22].[OH2:24].[OH:1][c:2]1[c:3]([NH:9][C:10](=[O:11])[c:12]2[c:13]([Cl:21])[cH:14][cH:15][c:16]([N+:18](=[O:19])[O-:20])[cH:17]2)[cH:4][cH:5][c:6]([CH3:8])[cH:7]1>>[O:1]1[c:2]2[c:3]([cH:4][cH:5][c:6]([CH3:8])[cH:7]2)[NH:9][C:10](=[O:11])[c:12]2[c:13]1[cH:14][cH:15][c:16]([N+:18](=[O:19])[O-:20])[cH:17]2.